From a dataset of the Open Reaction Database (ORD), a public repository of structured organic reaction records. describe an organic reaction: reactants, conditions, products, and yield The reactants are CN1[C@@H]2CC[C@H]3[C@@H]4CC[C@@H]([C@@]4(C)CC[C@@H]3[C@]2(CCC1=O)C)OCC(=O)OCC (ethyl 4-methyl-5α-4-azaandrostan-3-on-17β-yloxyacetate), [OH-].[Na+] (NaOH). Run in C1CCOC1 (THF), CO (MeOH). Reaction conditions: time 2 hour. Product: CN1[C@@H]2CC[C@H]3[C@@H]4CC[C@@H]([C@@]4(C)CC[C@@H]3[C@]2(CCC1=O)C)OCC(=O)O (4-methyl-5α-4-azaandrostan-3-on-17β-yloxyacetic acid). Reaction SMILES: [CH3:1][N:2]1[C:19](=[O:20])[CH2:18][CH2:17][C@@:16]2([CH3:21])[C@H:3]1[CH2:4][CH2:5][C@@H:6]1[C@@H:15]2[CH2:14][CH2:13][C@@:11]2([CH3:12])[C@H:7]1[CH2:8][CH2:9][C@@H:10]2[O:22][CH2:23][C:24]([O:26]CC)=[O:25].[OH-].[Na+]>C1COCC1.CO>[CH3:1][N:2]1[C:19](=[O:20])[CH2:18][CH2:17][C@@:16]2([CH3:21])[C@H:3]1[CH2:4][CH2:5][C@@H:6]1[C@@H:15]2[CH2:14][CH2:13][C@@:11]2([CH3:12])[C@H:7]1[CH2:8][CH2:9][C@@H:10]2[O:22][CH2:23][C:24]([OH:26])=[O:25] |f:1.2|. Procedure details: To ethyl 4-methyl-5α-4-azaandrostan-3-on-17β-yloxyacetate (275 mg) in THF (10 ml) and MeOH (5 ml) under N2 was added 2N NaOH (3.0 ml). The mixture was stirred at room temperature for 2 hours, then concentrated in vacuo. The aqueous residue was extracted with CH2Cl2. The aqueous layer was then acidified with 3.0 N HCl (ca. 2.1 ml) to pH 2, and extracted with CH2Cl2. The organic layer was washed with brine and dried (Na2SO4). The solvent was removed, and the crude product recrystallized from CH2Cl... The reactants are 65c, COC([C@H](C)OC1=CC(=C(C=C1)F)N)=O ((S)-2-(3-amino-4-fluorophenoxy)propionic acid methyl ester), COC(C(C(CC)=O)CC1=C(C=C(C=C1)Cl)Cl)=O (2-(2,4-dichlorobenzyl)-3-oxopentanoic acid methyl ester). The product is COC([C@H](C)OC1=C2C(C(=C(NC2=C(C=C1)F)CC)CC1=C(C=C(C=C1)Cl)Cl)=O)=O ((S)-2-[3-(2,4-dichlorobenzyl)-2-ethyl-8-fluoro-4-oxo-1,4-dihydroquinolin-5-yloxy]propionic Acid Methyl Ester). Reaction SMILES: [CH3:1][O:2][C:3](=[O:15])[C@@H:4]([O:6][C:7]1[CH:12]=[CH:11][C:10]([F:13])=[C:9]([NH2:14])[CH:8]=1)[CH3:5].C[O:17][C:18](=O)[CH:19]([CH2:24][C:25]1[CH:30]=[CH:29][C:28]([Cl:31])=[CH:27][C:26]=1[Cl:32])[C:20](=O)[CH2:21][CH3:22]>>[CH3:1][O:2][C:3](=[O:15])[C@@H:4]([O:6][C:7]1[CH:12]=[CH:11][C:10]([F:13])=[C:9]2[C:8]=1[C:18](=[O:17])[C:19]([CH2:24][C:25]1[CH:30]=[CH:29][C:28]([Cl:31])=[CH:27][C:26]=1[Cl:32])=[C:20]([CH2:21][CH3:22])[NH:14]2)[CH3:5]. Procedure details: The title compounds were prepared by the method of Preparation 65c using (S)-2-(3-amino-4-fluorophenoxy)propionic acid methyl ester and 2-(2,4-dichlorobenzyl)-3-oxopentanoic acid methyl ester. The reactants are CN1CCOCC1 (N-methylmorpholine), C1CCC(CC1)N=C=NC2CCCCC2 (DCC), C=1C=CC2=C(C1)N=NN2O (HOBT), N(CC(=O)O)C(=O)OCC1=CC=CC=C1 (Z-Gly), CN(C)C=O (DMF), BOC-Gly-Phe phenacyl ester, FC(C(=O)O)(F)F (trifluoroacetic acid). Solvent: C(C)(=O)OCC (ethyl acetate). Reaction conditions: time 10 minute. The product is N(CC(=O)NCC(=O)N[C@@H](CC1=CC=CC=C1)C(=O)O)C(=O)OCC1=CC=CC=C1 (Z-Gly-Gly-Phe). Reaction SMILES: F[C:2](F)(F)[C:3]([OH:5])=[O:4].[CH3:8][N:9]1CCOCC1.[CH2:15]1CCC(N=C=NC2CCCCC2)CC1.[CH:30]1[CH:31]=[CH:32][C:33]2N(O)N=N[C:34]=2[CH:35]=1.[NH:40]([C:45]([O:47][CH2:48][C:49]1[CH:54]=[CH:53][CH:52]=[CH:51][CH:50]=1)=[O:46])[CH2:41][C:42]([OH:44])=O.C[N:56]([CH:58]=[O:59])C>C(OCC)(=O)C>[NH:40]([C:45]([O:47][CH2:48][C:49]1[CH:54]=[CH:53][CH:52]=[CH:51][CH:50]=1)=[O:46])[CH2:41][C:42]([NH:9][CH2:8][C:58]([NH:56][C@H:2]([C:3]([OH:5])=[O:4])[CH2:15][C:34]1[CH:33]=[CH:32][CH:31]=[CH:30][CH:35]=1)=[O:59])=[O:44]. Procedure details: BOC-Phe (manufactured and sold by PEPTIDE INSTITUTE INC., Japan, 10.6 g) was dissolved in 100 ml of ethyl acetate, to thereby obtain a solution. To the obtained solution were added 10.0 g of phenacyl bromide and 5.1 g of triethylamine while cooling over ice, followed by stirring. The reaction temperature was elevated to room temperature, followed by stirring overnight to effect a reaction, thereby obtaining a reaction mixture. The obtained reaction mixture was evaporated to dryness, to thereby o...